This data is from the Open Reaction Database (ORD), a public repository of structured organic reaction records. The task is: describe an organic reaction: reactants, conditions, products, and yield Starting materials: COc1cc(-c2ccc(Nc3ccc(C(=O)NCc4cccnc4)cc3)c3ncnn23)ccn1, Cl, O, c1ccncc1. The product is O=C(NCc1cccnc1)c1ccc(Nc2ccc(-c3cc[nH]c(=O)c3)n3ncnc23)cc1. Reaction SMILES: [CH3:1][O:2][c:3]1[n:4][cH:5][cH:6][c:7](-[c:9]2[cH:10][cH:11][c:12]([NH:18][c:19]3[cH:20][cH:21][c:22]([C:23](=[O:24])[NH:25][CH2:26][c:27]4[cH:28][n:29][cH:30][cH:31][cH:32]4)[cH:33][cH:34]3)[c:13]3[n:14]2[n:15][cH:16][n:17]3)[cH:8]1.[ClH:35].[OH2:42].[n:36]1[cH:37][cH:38][cH:39][cH:40][cH:41]1>>[O:2]=[c:3]1[nH:4][cH:5][cH:6][c:7](-[c:9]2[cH:10][cH:11][c:12]([NH:18][c:19]3[cH:20][cH:21][c:22]([C:23](=[O:24])[NH:25][CH2:26][c:27]4[cH:28][n:29][cH:30][cH:31][cH:32]4)[cH:33][cH:34]3)[c:13]3[n:14]2[n:15][cH:16][n:17]3)[cH:8]1. Reactants: CCCCCCCCC#Cc1ccc(C=O)cc1, CCOC(=O)C=Cc1ccc(N)cc1. The product is CCCCCCCCC#Cc1ccc(CNc2ccc(C=CC(=O)OCC)cc2)cc1. Reaction SMILES: [C:1](#[C:2][CH2:3][CH2:4][CH2:5][CH2:6][CH2:7][CH2:8][CH2:9][CH3:10])[c:11]1[cH:12][cH:13][c:14]([CH:15]=[O:16])[cH:17][cH:18]1.[NH2:19][c:20]1[cH:21][cH:22][c:23]([CH:26]=[CH:27][C:28](=[O:29])[O:30][CH2:31][CH3:32])[cH:24][cH:25]1>>[C:1](#[C:2][CH2:3][CH2:4][CH2:5][CH2:6][CH2:7][CH2:8][CH2:9][CH3:10])[c:11]1[cH:12][cH:13][c:14]([CH2:15][NH:19][c:20]2[cH:21][cH:22][c:23]([CH:26]=[CH:27][C:28](=[O:29])[O:30][CH2:31][CH3:32])[cH:24][cH:25]2)[cH:17][cH:18]1. Starting materials: FC(C(=O)O)(F)F (Trifluoroacetic acid), C(C)(C)(C)OC(N(CC1=CC=C2CCC(N(C2=C1)C)=O)CC1=CC2=C(N(C(C(C(N2C)=O)(C)C)=O)CC)C=C1)=O (N-(1-ethyl-3,3,5-trimethyl-2,4-dioxo-2,3,4,5-tetrahydro-1H-benzo[b][1,4]diazepin-7-ylmethyl)-N-(1-methyl-2-oxo-1,2,3,4-tetrahydro-quinolin-7-ylmethyl)carbamic acid tert-butyl ester), C([O-])(O)=O.[Na+] (sodium bicarbonate). The solvent is ClCCl (dichloromethane). Conditions: time 8 hour. Product: C(C)N1C2=C(N(C(C(C1=O)(C)C)=O)C)C=C(C=C2)CNCC2=CC=C1CCC(N(C1=C2)C)=O (1-Ethyl-3,3,5-trimethyl-7-{[(1-methyl-2-oxo-1,2,3,4-tetrahydro-quinolin-7-ylmethyl)amino]methyl}-1,5-dihydrobenzo[b][1,4]diazepine-2,4-dione). The yield is 87.0%. As a reaction SMILES: FC(F)(F)C(O)=O.C(OC(=O)[N:14]([CH2:28][C:29]1[CH:46]=[CH:45][C:32]2[N:33]([CH2:43][CH3:44])[C:34](=[O:42])[C:35]([CH3:41])([CH3:40])[C:36](=[O:39])[N:37]([CH3:38])[C:31]=2[CH:30]=1)[CH2:15][C:16]1[CH:25]=[C:24]2[C:19]([CH2:20][CH2:21][C:22](=[O:27])[N:23]2[CH3:26])=[CH:18][CH:17]=1)(C)(C)C.C(=O)(O)[O-].[Na+]>ClCCl>[CH2:43]([N:33]1[C:34](=[O:42])[C:35]([CH3:40])([CH3:41])[C:36](=[O:39])[N:37]([CH3:38])[C:31]2[CH:30]=[C:29]([CH2:28][NH:14][CH2:15][C:16]3[CH:25]=[C:24]4[C:19]([CH2:20][CH2:21][C:22](=[O:27])[N:23]4[CH3:26])=[CH:18][CH:17]=3)[CH:46]=[CH:45][C:32]1=2)[CH3:44] |f:2.3|. Procedure: Trifluoroacetic acid (43.2 mg) was added to a dichloromethane solution (5 ml) of N-(1-ethyl-3,3,5-trimethyl-2,4-dioxo-2,3,4,5-tetrahydro-1H-benzo[b][1,4]diazepin-7-ylmethyl)-N-(1-methyl-2-oxo-1,2,3,4-tetrahydro-quinolin-7-ylmethyl)carbamic acid tert-butyl ester (208 mg), and the mixture was stirred at room temperature overnight. A saturated sodium bicarbonate solution was added to the reaction mixture, followed by extraction using dichloromethane, and condensed under reduced pressure to give the... Starting materials: C=C(C)Br, O=Cc1sc(-c2ccc(C(F)(F)F)cc2)cc1B(O)O, [Cs+], [F-], C1COCCO1. Product: C=C(C)c1cc(-c2ccc(C(F)(F)F)cc2)sc1C=O. As a reaction SMILES: [Br:21][C:22](=[CH2:23])[CH3:24].[CH:1](=[O:2])[c:3]1[s:4][c:5](-[c:11]2[cH:12][cH:13][c:14]([C:17]([F:18])([F:19])[F:20])[cH:15][cH:16]2)[cH:6][c:7]1[B:8]([OH:9])[OH:10].[Cs+:26].[F-:25].[O:27]1[CH2:28][CH2:29][O:30][CH2:31][CH2:32]1>>[CH:1](=[O:2])[c:3]1[s:4][c:5](-[c:11]2[cH:12][cH:13][c:14]([C:17]([F:18])([F:19])[F:20])[cH:15][cH:16]2)[cH:6][c:7]1[C:22](=[CH2:23])[CH3:24]. Reactants: O.[OH-].[Li+] (lithium hydroxide monohydrate), COC(C1=CN=C(C=C1)OCC=1C(=NOC1C)C1=NC=CC=C1)=O (6-(5-methyl-3-pyridin-2-yl-isoxazol-4-ylmethoxy)-nicotinic acid methyl ester), Cl (HCl). The solvent is O (water), C1CCOC1 (THF), CO (methanol). Conditions: time 8 hour. Product: CC1=C(C(=NO1)C1=NC=CC=C1)COC1=NC=C(C(=O)O)C=C1 (6-(5-Methyl-3-pyridin-2-yl-isoxazol-4-ylmethoxy)-nicotinic acid). The yield is 91.2%. Reaction SMILES: C[O:2][C:3](=[O:24])[C:4]1[CH:9]=[CH:8][C:7]([O:10][CH2:11][C:12]2[C:13]([C:18]3[CH:23]=[CH:22][CH:21]=[CH:20][N:19]=3)=[N:14][O:15][C:16]=2[CH3:17])=[N:6][CH:5]=1.O.[OH-].[Li+].Cl>C1COCC1.CO.O>[CH3:17][C:16]1[O:15][N:14]=[C:13]([C:18]2[CH:23]=[CH:22][CH:21]=[CH:20][N:19]=2)[C:12]=1[CH2:11][O:10][C:7]1[CH:8]=[CH:9][C:4]([C:3]([OH:24])=[O:2])=[CH:5][N:6]=1 |f:1.2.3|. Procedure details: To a suspension of 6-(5-methyl-3-pyridin-2-yl-isoxazol-4-ylmethoxy)-nicotinic acid methyl ester (330 mg, 1.0 mmol) in THF (3 mL) and methanol (3 mL) was added a solution of lithium hydroxide monohydrate (85.1 mg, 2.0 mmol) in water (3 mL) added and the resulting mixture stirred at room temperature overnight. The mixture was acidified to pH 4 with HCl (1 N, 30 mL) and the resulting mixture was filtered. The solid was dried to afford the title compound (284 mg, 90%) which was obtained as a white s...